describe an organic reaction: reactants, conditions, products, and yield From a dataset of the Open Reaction Database (ORD), a public repository of structured organic reaction records. Starting materials: O=C([O-])[O-], O=[N+]([O-])c1cc(Cl)nc(Cl)c1, Oc1ccc(C(F)(F)F)cc1Cl, [K+], [K+], O. Product: FC(F)(F)c1ccc(Oc2cc(Cl)nc(Cl)c2)c(Cl)c1. As a reaction SMILES: [C:1](=[O:2])([O-:3])[O-:4].[Cl:19][c:20]1[n:21][c:22]([Cl:29])[cH:23][c:24]([N+:26]([O-:27])=[O:28])[cH:25]1.[Cl:7][c:8]1[c:9]([OH:18])[cH:10][cH:11][c:12]([C:14]([F:15])([F:16])[F:17])[cH:13]1.[K+:5].[K+:6].[OH2:30]>>[Cl:7][c:8]1[c:9]([O:18][c:24]2[cH:23][c:22]([Cl:29])[n:21][c:20]([Cl:19])[cH:25]2)[cH:10][cH:11][c:12]([C:14]([F:15])([F:16])[F:17])[cH:13]1.